From a dataset of the Open Reaction Database (ORD), a public repository of structured organic reaction records. describe an organic reaction: reactants, conditions, products, and yield Reactants: O=C(CBr)c1ccccc1, Oc1ccccc1Br, [H-], [Na+], C1CCOC1. Yields the product O=C(COc1ccccc1Br)c1ccccc1. Reaction SMILES: [Br:11][CH2:12][C:13](=[O:14])[c:15]1[cH:16][cH:17][cH:18][cH:19][cH:20]1.[Br:3][c:4]1[c:5]([OH:10])[cH:6][cH:7][cH:8][cH:9]1.[H-:1].[Na+:2].[O:21]1[CH2:22][CH2:23][CH2:24][CH2:25]1>>[Br:3][c:4]1[c:5]([O:10][CH2:12][C:13](=[O:14])[c:15]2[cH:16][cH:17][cH:18][cH:19][cH:20]2)[cH:6][cH:7][cH:8][cH:9]1.